From a dataset of the Open Reaction Database (ORD), a public repository of structured organic reaction records. describe an organic reaction: reactants, conditions, products, and yield Reactants: CC(=O)O, CCOC(C)Oc1ccc(C(C)O)cc1, C1COCCO1, O. Product: CC(O)c1ccc(O)cc1. As a reaction SMILES: [C:23]([OH:24])(=[O:25])[CH3:26].[CH2:1]([O:2][CH:3]([CH3:4])[O:6][c:7]1[cH:8][cH:9][c:10]([CH:13]([CH3:14])[OH:15])[cH:11][cH:12]1)[CH3:5].[O:17]1[CH2:18][CH2:19][O:20][CH2:21][CH2:22]1.[OH2:16]>>[OH:6][c:7]1[cH:8][cH:9][c:10]([CH:13]([CH3:14])[OH:15])[cH:11][cH:12]1. Reactants: Cc1ccccc1, COc1c(SC)cc(C(=O)O)cc1C(F)(F)F, CN(C)C=O, O=S(Cl)Cl. Yields the product COc1c(SC)cc(C(=O)Cl)cc1C(F)(F)F. RXN SMILES: [CH3:18][c:19]1[cH:20][cH:21][cH:22][cH:23][cH:24]1.[CH3:1][O:2][c:3]1[c:4]([S:16][CH3:17])[cH:5][c:6]([C:7](=[O:8])[OH:9])[cH:10][c:11]1[C:12]([F:13])([F:14])[F:15].[CH3:29][N:30]([CH3:31])[CH:32]=[O:33].[S:25]([Cl:26])([Cl:27])=[O:28]>>[CH3:1][O:2][c:3]1[c:4]([S:16][CH3:17])[cH:5][c:6]([C:7](=[O:8])[Cl:27])[cH:10][c:11]1[C:12]([F:13])([F:14])[F:15]. Starting materials: FC=1C=CC(=C(C1)OC1=NNC(=C1)C)[N+](=O)[O-] (3-(5-fluoro-2-nitrophenyloxy)-5-methylpyrazole), C(C)O (ethanol), C(O)([O-])=O.[K+] (potassium hydrogencarbonate). Yields the product C(C)OC=1C=CC(=C(C1)OC1=NNC(=C1)C)[N+](=O)[O-] (3-(5-ethoxy-2-nitrophenyloxy)-5-methylpyrazole). Isolated yield 59.8%. RXN SMILES: F[C:2]1[CH:3]=[CH:4][C:5]([N+:15]([O-:17])=[O:16])=[C:6]([O:8][C:9]2[CH:13]=[C:12]([CH3:14])[NH:11][N:10]=2)[CH:7]=1.C(=O)([O-])O.[K+].[CH2:23]([OH:25])[CH3:24]>>[CH2:23]([O:25][C:2]1[CH:3]=[CH:4][C:5]([N+:15]([O-:17])=[O:16])=[C:6]([O:8][C:9]2[CH:13]=[C:12]([CH3:14])[NH:11][N:10]=2)[CH:7]=1)[CH3:24] |f:1.2|. Procedure details: Reaction of 3-(5-fluoro-2-nitrophenyloxy)-5-methylpyrazole with ethanol was carried out in the presence of potassium hydrogencarbonate in the same manner as in Example 40, to give a yellow viscous substance of 3-(5-ethoxy-2-nitrophenyloxy)-5-methylpyrazole (yield: 59.8%). 1H-NMR (CDCl3, TMS, ppm): δ 1.39 (t, J=7.0 Hz, 3H), 2.28 (s, 3H), 4.04 (q, J=7.0 Hz, 2H), 5.72 (s, 1H), 6.68 (dd, J=2.6 and 9.1 Hz, 1H), 6.73 (d, J=2.6 Hz, 1H), 8.04 (d, J=9.1 Hz, 1H), 9.62 (br s, 1H). Reported procedure: Acetone (230 mL), tetrapropylammonium bromide (1.86 g, 6.67 mmol), and butanethiol (9.3 mL, 7.8 g, 8.8 mmol) were added to a solution of sodium hydroxide (3.5 g, 88 mmol) in water (12 mL), and the mixture was stirred in a stoppered flask for 20 min. Carbon disulfide (5.7 mL, 7.2 g, 95 mmol) was added and the solution was stirred for a further 20 min. 2-Bromopropionamide (13.3 g, 87.5 mmol) was added and the mixture was left for 14 h. The reaction was acidified with 2M hydrochloric acid (50 mL) a... Solvent: O (water), CC(=O)C (Acetone). Reactants: C(CCC)S (butanethiol), [OH-].[Na+] (sodium hydroxide), C(=S)=S (Carbon disulfide), BrC(C(=O)N)C (2-Bromopropionamide), Cl (hydrochloric acid). As a reaction SMILES: [CH2:1]([SH:5])[CH2:2][CH2:3][CH3:4].[OH-].[Na+].[C:8](=[S:10])=[S:9].Br[CH:12]([CH3:16])[C:13]([NH2:15])=[O:14].Cl>[Br-].C([N+](CCC)(CCC)CCC)CC.O.CC(C)=O>[C:8](=[S:10])([S:5][CH2:1][CH2:2][CH2:3][CH3:4])[S:9][CH:12]([CH3:16])[C:13]([NH2:15])=[O:14] |f:1.2,6.7|. Reaction conditions: time 20 minute. Reagents/catalysts: [Br-].C(CC)[N+](CCC)(CCC)CCC (tetrapropylammonium bromide). Yield: 76.0%. Yields the product C(SC(C(=O)N)C)(SCCCC)=S (2-amino-1-methyl-2-oxoethyl butyl trithiocarbonate), crystals. Reactants: [N+](=O)([O-])C=1C=C(C=C(C1)[N+](=O)[O-])CCO (3,5-Dinitro-(2-hydroxyethyl)benzene). Run in CO (methanol), [Pd] (Pd). Product: NC=1C=C(C=C(C1)N)CCO (3,5-Diamino-(2-hydroxyethyl)benzene). RXN SMILES: [N+:1]([C:4]1[CH:5]=[C:6]([CH2:13][CH2:14][OH:15])[CH:7]=[C:8]([N+:10]([O-])=O)[CH:9]=1)([O-])=O>CO.[Pd]>[NH2:1][C:4]1[CH:5]=[C:6]([CH2:13][CH2:14][OH:15])[CH:7]=[C:8]([NH2:10])[CH:9]=1. Procedure: 3,5-Dinitro-(2-hydroxyethyl)benzene (0.18 g, 0.85 mmol) was dissolved in methanol (50 ml) and hydrogenated over Pd/c (10%) in a Parr apparatus at 60 psi. After complete hydrogen uptake the catalyst was filtered off and the solvent was evaporated which gave a solid residue of 0.10 g (81%).